This data is from the Open Reaction Database (ORD), a public repository of structured organic reaction records. The task is: describe an organic reaction: reactants, conditions, products, and yield Starting materials: O=C([O-])[O-], COc1cc(OC)nc(S(C)(=O)=O)n1, COC(=O)c1nc(N(C)C)ccc1O, CN(C)C=O, CC(C)OC(C)C, [K+], [K+], O. Product: COC(=O)c1nc(N(C)C)ccc1Oc1nc(OC)cc(OC)n1. Reaction SMILES: [C:29](=[O:30])([O-:31])[O-:32].[CH3:15][O:16][c:17]1[n:18][c:19]([S:25]([CH3:26])(=[O:27])=[O:28])[n:20][c:21]([O:23][CH3:24])[cH:22]1.[CH3:1][N:2]([CH3:3])[c:4]1[cH:5][cH:6][c:7]([OH:14])[c:8]([C:10](=[O:11])[O:12][CH3:13])[n:9]1.[CH3:43][N:44]([CH3:45])[CH:46]=[O:47].[CH:35]([O:36][CH:37]([CH3:38])[CH3:39])([CH3:40])[CH3:41].[K+:33].[K+:34].[OH2:42]>>[CH3:1][N:2]([CH3:3])[c:4]1[cH:5][cH:6][c:7]([O:14][c:19]2[n:18][c:17]([O:16][CH3:15])[cH:22][c:21]([O:23][CH3:24])[n:20]2)[c:8]([C:10](=[O:11])[O:12][CH3:13])[n:9]1. The reactants are O (water), C(C1=CC=CC=C1)N1C(C2=CC=C(C=C2C(=C1C=O)C1=CC=CC=C1)Br)=O (2-benzyl-6-bromo-1-oxo-4-phenyl-1,2-dihydroisoquinoline-3-carbaldehyde), C[Mg]Br (methyl magnesium bromide). Solvent: C1CCOC1 (THF), C1CCOC1 (THF). Reaction conditions: time 10 minute. Product: C(C1=CC=CC=C1)N1C(C2=CC=C(C=C2C(=C1C(C)O)C1=CC=CC=C1)Br)=O (2-benzyl-6-bromo-3-(1-hydroxyethyl)-4-phenyl-2H-isoquinolin-1-one). RXN SMILES: [CH2:1]([N:8]1[C:17]([CH:18]=[O:19])=[C:16]([C:20]2[CH:25]=[CH:24][CH:23]=[CH:22][CH:21]=2)[C:15]2[C:10](=[CH:11][CH:12]=[C:13]([Br:26])[CH:14]=2)[C:9]1=[O:27])[C:2]1[CH:7]=[CH:6][CH:5]=[CH:4][CH:3]=1.[CH3:28][Mg]Br.O>C1COCC1>[CH2:1]([N:8]1[C:17]([CH:18]([OH:19])[CH3:28])=[C:16]([C:20]2[CH:21]=[CH:22][CH:23]=[CH:24][CH:25]=2)[C:15]2[C:10](=[CH:11][CH:12]=[C:13]([Br:26])[CH:14]=2)[C:9]1=[O:27])[C:2]1[CH:3]=[CH:4][CH:5]=[CH:6][CH:7]=1. Reported procedure: To a solution of 2-benzyl-6-bromo-1-oxo-4-phenyl-1,2-dihydroisoquinoline-3-carbaldehyde (500 mg) in THF (5 ml) was added dropwise a solution of methyl magnesium bromide in THF (3M, 0.5 ml) at room temperature, and the mixture was stirred for 10 min. To the reaction mixture was added water and the mixture was extracted with ethyl acetate. The organic layer was washed with water and saturated brine, and dried over anhydrous sodium sulfate. The solvent was evaporated under reduced pressure and the ... Starting materials: Cl.Cl.C(C1=CC=CC=C1)N1CCN(CC1)CC1=CC=C(C(=C1OCCCCCCC(=O)OCC)OC)OC (Ethyl 7-{6-[(4-benzyl-1-piperazinyl)methyl]-2,3-dimethoxyphenoxy}-heptanoate dihydrochloride), [OH-].[Na+] (sodium hydroxide). The solvent is C(C)O (ethanol). The product is Cl.Cl.C(C1=CC=CC=C1)N1CCN(CC1)CC1=CC=C(C(=C1OCCCCCCC(=O)O)OC)OC (7-{6-[(4-Benzyl-1-piperazinyl)methyl]-2,3-dimethoxyphenoxy}-heptanoic acid dihydrochloride). RXN SMILES: [ClH:1].Cl.[CH2:3]([N:10]1[CH2:15][CH2:14][N:13]([CH2:16][C:17]2[C:22]([O:23][CH2:24][CH2:25][CH2:26][CH2:27][CH2:28][CH2:29][C:30]([O:32]CC)=[O:31])=[C:21]([O:35][CH3:36])[C:20]([O:37][CH3:38])=[CH:19][CH:18]=2)[CH2:12][CH2:11]1)[C:4]1[CH:9]=[CH:8][CH:7]=[CH:6][CH:5]=1.[OH-].[Na+]>C(O)C>[ClH:1].[ClH:1].[CH2:3]([N:10]1[CH2:15][CH2:14][N:13]([CH2:16][C:17]2[C:22]([O:23][CH2:24][CH2:25][CH2:26][CH2:27][CH2:28][CH2:29][C:30]([OH:32])=[O:31])=[C:21]([O:35][CH3:36])[C:20]([O:37][CH3:38])=[CH:19][CH:18]=2)[CH2:12][CH2:11]1)[C:4]1[CH:9]=[CH:8][CH:7]=[CH:6][CH:5]=1 |f:0.1.2,3.4,6.7.8|. Reported procedure: 10 g of the compound obtained in Example 1 are added to a solution containing 4 g of sodium hydroxide in 250 ml of ethanol. The whole is maintained for 6 hours without stirring. After removal of the solvent by evaporation, the residue is purified by chromatography over a silica column using a gradient of dichloromethane/methanol (95/5 to 0/100). The expected product is obtained in the form of the base and is converted to the corresponding dihydrochloride Starting materials: FC(C(=O)NC=1N=C2N(C=C(C=C2)C(C2=CC=CC=C2)=O)C1C1=CC=C(C=C1)[N+](=O)[O-])(F)F (2-trifluoroacetamido-3-(4-nitrophenyl)-6-benzoyl-imidazo[1,2-a]pyridine). Reported procedure: The 2-trifluoroacetamido-3-(4-nitrophenyl)-6-benzoyl-imidazo[1,2-a]pyridine (8.59 g, 18.9 mmol) was converted to product in a manner substantially analogous to Example 67 to yield 5.04 g. (74.4%). EA, MS(FD). As a reaction SMILES: FC(F)(F)C([NH:5][C:6]1[N:7]=[C:8]2[CH:13]=[CH:12][C:11]([C:14](=[O:21])[C:15]3[CH:20]=[CH:19][CH:18]=[CH:17][CH:16]=3)=[CH:10][N:9]2[C:22]=1[C:23]1[CH:28]=[CH:27][C:26]([N+:29]([O-:31])=[O:30])=[CH:25][CH:24]=1)=O>CC(=O)OCC>[NH2:5][C:6]1[N:7]=[C:8]2[CH:13]=[CH:12][C:11]([C:14](=[O:21])[C:15]3[CH:16]=[CH:17][CH:18]=[CH:19][CH:20]=3)=[CH:10][N:9]2[C:22]=1[C:23]1[CH:28]=[CH:27][C:26]([N+:29]([O-:31])=[O:30])=[CH:25][CH:24]=1. Run in CC(OCC)=O (EA). Yields the product NC=1N=C2N(C=C(C=C2)C(C2=CC=CC=C2)=O)C1C1=CC=C(C=C1)[N+](=O)[O-] (2-Amino-3-(4-nitrophenyl)-6-benzoyl-imidazo[1,2-a]pyridine). Reactants: IC1=CC=C(C(=O)NN)C=C1 (4-iodo-benzoic acid hydrazide), IC1=CC=C(C(=O)NN)C=C1 (4-iodo-benzoic acid hydrazide), C(C)(OCC)(OCC)OCC (Triethyl orthoacetate). Run at temperature 130 celsius. Product: IC1=CC=C(C=C1)C=1OC(=NN1)C (2(4-Iodophenyl)-5-methyl-[1,3,4]oxadiazole), solid. RXN SMILES: [I:1][C:2]1[CH:11]=[CH:10][C:5]([C:6]([NH:8][NH2:9])=[O:7])=[CH:4][CH:3]=1.[C:12](OCC)(OCC)(OCC)[CH3:13]>>[I:1][C:2]1[CH:11]=[CH:10][C:5]([C:6]2[O:7][C:12]([CH3:13])=[N:9][N:8]=2)=[CH:4][CH:3]=1. Procedure details: Triethyl orthoacetate (10 ml) was added to 4-iodo-benzoic acid hydrazide (Intermediate 14) (0.55 g, 2.1 mmol) and heated under nitrogen at 130° C. for 3 hours. The triethyl orthoacetate was removed in vacuo and the residue partitioned between ethyl acetate (30 ml) and water (30 ml). The organic layer was washed with water (50 ml), brine (50 ml), dried over magnesium sulfate filtered and the solvent removed in vacuo. The residue was purified by silica SPE cartridge (10 g) eluting with 20:1 cycloh... Yields the product NC(CC(=O)O)C1CC1 (3-Amino-3-cyclopropylpropanoic acid). Reactants: C1(CC1)C=O (cyclopropanecarboxaldehyde), C(C)(=O)[O-].[NH4+] (ammonium acetate), C(CC(=O)O)(=O)O (malonic acid). As a reaction SMILES: [CH:1]1([CH:4]=O)[CH2:3][CH2:2]1.[C:6]([O-:9])(=[O:8])[CH3:7].[NH4+:10].C(O)(=O)CC(O)=O>C(O)C>[NH2:10][CH:4]([CH:1]1[CH2:2][CH2:3]1)[CH2:7][C:6]([OH:9])=[O:8] |f:1.2|. Reported procedure: A mixture of cyclopropanecarboxaldehyde (150.2 g, 2.1 mol), ammonium acetate (329.9 g, 4.3 mol), malonic acid (223 g, 2.1 mol), and ethanol (850 mL) was stirred at reflux for 19 h. The reaction was analyzed by LCMS and determined to be complete. The mixture was allowed to cool to room temperature. The heterogeneous mixture was further cooled with an ice-bath and stirred 3 h prior to collecting the solid precipitate by suction filtration. The cake was washed with cold ethanol (displacement wash: ... The yield is 54.0%. The solvent is C(C)O (ethanol). The reactants are CC(=O)O[BH-](OC(C)=O)OC(C)=O, CC(=O)O, CC(Cl)Cl, Nc1c([N+](=O)[O-])c(Br)nn1CCO, [Na+]. Yields the product O=[N+]([O-])c1c(Br)nn2c1NCOCC2. RXN SMILES: [C:14]([O:15][BH-:16]([O:17][C:18](=[O:19])[CH3:20])[O:21][C:22](=[O:23])[CH3:24])(=[O:25])[CH3:26].[CH3:28][C:29](=[O:30])[OH:31].[Cl:32][CH:33]([Cl:34])[CH3:35].[NH2:1][c:2]1[c:3]([N+:11](=[O:12])[O-:13])[c:4]([Br:10])[n:5][n:6]1[CH2:7][CH2:8][OH:9].[Na+:27]>>[NH:1]1[c:2]2[c:3]([N+:11](=[O:12])[O-:13])[c:4]([Br:10])[n:5][n:6]2[CH2:7][CH2:8][O:9][CH2:14]1.